From a dataset of the Open Reaction Database (ORD), a public repository of structured organic reaction records. describe an organic reaction: reactants, conditions, products, and yield Starting materials: [Br-], C1CCOC1, C[O-], O=CC1CCC(=O)CC1, Fc1cc(C[P+](c2ccccc2)(c2ccccc2)c2ccccc2)cc(F)c1F, [Na+], O. The product is O=C1CCC(C=Cc2cc(F)c(F)c(F)c2)CC1. RXN SMILES: [Br-:1].[CH2:44]1[O:45][CH2:46][CH2:47][CH2:48]1.[CH3:31][O-:32].[CH:34](=[O:35])[CH:36]1[CH2:37][CH2:38][C:39](=[O:42])[CH2:40][CH2:41]1.[F:2][c:3]1[cH:4][c:5]([CH2:6][P+:7]([c:8]2[cH:9][cH:10][cH:11][cH:12][cH:13]2)([c:14]2[cH:15][cH:16][cH:17][cH:18][cH:19]2)[c:20]2[cH:21][cH:22][cH:23][cH:24][cH:25]2)[cH:26][c:27]([F:30])[c:28]1[F:29].[Na+:33].[OH2:43]>>[F:2][c:3]1[cH:4][c:5]([CH:6]=[CH:34][CH:36]2[CH2:37][CH2:38][C:39](=[O:42])[CH2:40][CH2:41]2)[cH:26][c:27]([F:30])[c:28]1[F:29].